This data is from the Open Reaction Database (ORD), a public repository of structured organic reaction records. The task is: describe an organic reaction: reactants, conditions, products, and yield Starting materials: Cl (HCl), O1CCOCC1 (dioxane), C(C)OC(=O)C=1C=NN(C1)C1=NC2=CC=C(C=C2C(N1COCC[Si](C)(C)C)=O)C1=C(C=CC=C1)C (1-[4-oxo-6-o-tolyl-3-(2-trimethylsilanyl-ethoxymethyl)-3,4-dihydro-quinazolin-2-yl]-1H-pyrazole-4-carboxylic acid ethyl ester). Conditions: temperature 23 celsius, time 18 hour. Yields the product C(C)OC(=O)C=1C=NN(C1)C1=NC2=CC=C(C=C2C(N1)=O)C1=C(C=CC=C1)C (1-(4-oxo-6-o-tolyl-3,4-dihydro-quinazolin-2-yl)-1H-pyrazole-4-carboxylic acid ethyl ester). Yield: 79.8%. As a reaction SMILES: Cl.O1CCOCC1.[CH2:8]([O:10][C:11]([C:13]1[CH:14]=[N:15][N:16]([C:18]2[N:27](COCC[Si](C)(C)C)[C:26](=[O:36])[C:25]3[C:20](=[CH:21][CH:22]=[C:23]([C:37]4[CH:42]=[CH:41][CH:40]=[CH:39][C:38]=4[CH3:43])[CH:24]=3)[N:19]=2)[CH:17]=1)=[O:12])[CH3:9]>>[CH2:8]([O:10][C:11]([C:13]1[CH:14]=[N:15][N:16]([C:18]2[NH:27][C:26](=[O:36])[C:25]3[C:20](=[CH:21][CH:22]=[C:23]([C:37]4[CH:42]=[CH:41][CH:40]=[CH:39][C:38]=4[CH3:43])[CH:24]=3)[N:19]=2)[CH:17]=1)=[O:12])[CH3:9]. Procedure details: A solution of HCl in dioxane (4M, 0.872 mL, 3.48 mmol) was added to 1-[4-oxo-6-o-tolyl-3-(2-trimethylsilanyl-ethoxymethyl)-3,4-dihydro-quinazolin-2-yl]-1H-pyrazole-4-carboxylic acid ethyl ester (88.0 mg, 0.174 mmol). The reaction mixture was stirred at 23° C. After 18 h, the reaction mixture was concentrated under reduced pressure. Et2O was added (5 mL) and the resulting precipitate was collected by filtration and washed well with Et2O to afford the titled compound (52.0 mg, 80%). MS (ESI): mass... Starting materials: OCC1COC2=C(O1)C=CC=C2 (2-hydroxymethyl-1,4-benzodioxan), Cl (HCl), S(=O)(Cl)Cl (thionyl chloride), Cl (HCl). RXN SMILES: O[CH2:2][CH:3]1[O:8][C:7]2[CH:9]=[CH:10][CH:11]=[CH:12][C:6]=2[O:5][CH2:4]1.S(Cl)([Cl:15])=O.Cl>>[Cl:15][CH2:2][CH:3]1[O:8][C:7]2[CH:9]=[CH:10][CH:11]=[CH:12][C:6]=2[O:5][CH2:4]1. Reaction conditions: time 30 minute. Procedure: 202 g (1.21 mols) of 2-hydroxymethyl-1,4-benzodioxan are introduced into a 1 liter flask equipped with a stirrer, condenser and dropping funnel, and 288 g (2.42 mols) of thionyl chloride are run in dropwise. Violent evolution of HCl is observed. The mixture is heated under reflux until HCl ceases to be evolved, that is to say for 1 hour 30 minutes. The mixture is then distilled in vacuo after having driven off the excess thionyl chloride. 175.5 g (yield: 77.2%) of 2-chloromethyl-1,4-benzodioxan ... Yield: 78.6%. Product: ClCC1COC2=C(O1)C=CC=C2 (2-chloromethyl-1,4-benzodioxan). The reactants are Br, CC(=O)O, Cc1coc(C2CCCN2C(=O)OCc2ccccc2)n1. Product: Cc1coc(C2CCCN2)n1. Reaction SMILES: [BrH:1].[C:23]([OH:24])(=[O:25])[CH3:26].[CH3:2][c:3]1[n:4][c:5]([CH:8]2[N:9]([C:13]([O:14][CH2:15][c:16]3[cH:17][cH:18][cH:19][cH:20][cH:21]3)=[O:22])[CH2:10][CH2:11][CH2:12]2)[o:6][cH:7]1>>[CH3:2][c:3]1[n:4][c:5]([CH:8]2[NH:9][CH2:10][CH2:11][CH2:12]2)[o:6][cH:7]1. Reactants: COC(N(C)C)OC (Dimethylformamide dimethylacetal), BrC1=C(C(=C(C(=O)CC(=O)OCC)C(=C1F)F)F)F (ethyl 4-bromo-2,3,5,6-tetrafluorobenzoylacetate). Solvent: O1CCCC1 (tetrahydrofuran). Product: BrC1=C(C(=C(C(=O)C(C(=O)OCC)=CN(C)C)C(=C1F)F)F)F (Ethyl 2-(4-bromo-2,3,5,6-tetrafluorobenzoyl)-3-dimethylaminopropenoate). RXN SMILES: CO[CH:3](OC)[N:4]([CH3:6])[CH3:5].[Br:9][C:10]1[C:23]([F:24])=[C:22]([F:25])[C:13]([C:14]([CH2:16][C:17]([O:19][CH2:20][CH3:21])=[O:18])=[O:15])=[C:12]([F:26])[C:11]=1[F:27]>O1CCCC1>[Br:9][C:10]1[C:23]([F:24])=[C:22]([F:25])[C:13]([C:14]([C:16](=[CH:3][N:4]([CH3:5])[CH3:6])[C:17]([O:19][CH2:20][CH3:21])=[O:18])=[O:15])=[C:12]([F:26])[C:11]=1[F:27]. Procedure: Dimethylformamide dimethylacetal (11.85 g) was added to a solution of 33.63 g ethyl 4-bromo-2,3,5,6-tetrafluorobenzoylacetate in 100 ml tetrahydrofuran cooled in an ice-bath. The reaction mixture was then immersed in a warm water bath in order to drive it to completion. The resulting solution was used directly in the next reaction. Reactants: ClC1=NC2=NC(=C(N=C2C(=N1)N1CCSCC1)Cl)N(C)C (2,6-dichloro-4-thiomorpholino-7-dimethylamino-pteridine), N1CCNCC1 (piperazine). The product is ClC=1N=C2C(=NC(=NC2=NC1N(C)C)N1CCNCC1)N1CCSCC1 (6-Chloro-2-piperazino-4-thiomorpholino-7-dimethylamino-pteridine). RXN SMILES: Cl[C:2]1[N:11]=[C:10]([N:12]2[CH2:17][CH2:16][S:15][CH2:14][CH2:13]2)[C:9]2[C:4](=[N:5][C:6]([N:19]([CH3:21])[CH3:20])=[C:7]([Cl:18])[N:8]=2)[N:3]=1.[NH:22]1[CH2:27][CH2:26][NH:25][CH2:24][CH2:23]1>>[Cl:18][C:7]1[N:8]=[C:9]2[C:4](=[N:5][C:6]=1[N:19]([CH3:21])[CH3:20])[N:3]=[C:2]([N:22]1[CH2:27][CH2:26][NH:25][CH2:24][CH2:23]1)[N:11]=[C:10]2[N:12]1[CH2:17][CH2:16][S:15][CH2:14][CH2:13]1. Procedure details: This compound was prepared analogous to Example 1 from 2,6-dichloro-4-thiomorpholino-7-dimethylamino-pteridine and piperazine.